This data is from the Open Reaction Database (ORD), a public repository of structured organic reaction records. The task is: describe an organic reaction: reactants, conditions, products, and yield Starting materials: CN(CC[C@@H]1CC[C@H](CC1)NC(OC(C)(C)C)=O)C (tert-butyl {trans-4-[2-(dimethylamino)ethyl]-cyclohexyl}carbamate), Cl (HCl). The product is Cl.Cl.CN(CC[C@@H]1CC[C@H](CC1)N)C (trans-4-[2-(Dimethylamino)ethyl]cyclohexanamine dihydrochloride). As a reaction SMILES: [CH3:1][N:2]([CH3:19])[CH2:3][CH2:4][C@H:5]1[CH2:10][CH2:9][C@H:8]([NH:11]C(=O)OC(C)(C)C)[CH2:7][CH2:6]1.[ClH:20]>>[ClH:20].[ClH:20].[CH3:19][N:2]([CH3:1])[CH2:3][CH2:4][C@H:5]1[CH2:6][CH2:7][C@H:8]([NH2:11])[CH2:9][CH2:10]1 |f:2.3.4|. Reported procedure: Following general procedure IV-1, tert-butyl {trans-4-[2-(dimethylamino)ethyl]-cyclohexyl}carbamate (330 mg, 1.2 mmol) was reacted with 6 N HCl (2 mL) to afford the desired product as a viscous colorless oil that was used without purification. Starting materials: FC1=C(NC(C)=O)C(=C(C(=C1C)F)F)[N+](=O)[O-] (2,4,5-trifluoro-3-methyl-6-nitro-N-acetyl-aniline), Cl (hydrochloric acid), C([O-])([O-])=O.[K+].[K+] (potassium carbonate), ice water. Solvent: C(C)O (ethanol). Product: FC1=C(N)C(=C(C(=C1C)F)F)[N+](=O)[O-] (2,4,5-trifluoro-3-methyl-6-nitroaniline). Yield: 118.7%. Reaction SMILES: [F:1][C:2]1[C:11]([CH3:12])=[C:10]([F:13])[C:9]([F:14])=[C:8]([N+:15]([O-:17])=[O:16])[C:3]=1[NH:4]C(=O)C.Cl.C(=O)([O-])[O-].[K+].[K+]>C(O)C>[F:1][C:2]1[C:11]([CH3:12])=[C:10]([F:13])[C:9]([F:14])=[C:8]([N+:15]([O-:17])=[O:16])[C:3]=1[NH2:4] |f:2.3.4|. Procedure details: To 2,4,5-trifluoro-3-methyl-6-nitro-N-acetyl-aniline (2.08 g) are added ethanol (30 ml) and 10% hydrochloric acid (30 ml) and the mixture is refluxed for 3 hours. After cooling, the reaction mixture is poured into ice-water, neutralized with potassium carbonate, extracted with dichloromethane and the extract is dried. The solvent is distilled off under reduced pressure to give 2,4,5-trifluoro-3-methyl-6-nitroaniline (2.05 g), as brown crystals. Starting materials: CC(C)(C)OC(=O)N1CCCC1C(=O)O, CN1CCNCC1. Yields the product CN1CCN(C(=O)C2CCCN2C(=O)OC(C)(C)C)CC1. Reaction SMILES: [C:1]([CH3:2])([CH3:3])([CH3:4])[O:5][C:6](=[O:7])[N:8]1[CH:9]([C:10](=[O:11])[OH:12])[CH2:13][CH2:14][CH2:15]1.[CH3:16][N:17]1[CH2:18][CH2:19][NH:20][CH2:21][CH2:22]1>>[C:1]([CH3:2])([CH3:3])([CH3:4])[O:5][C:6](=[O:7])[N:8]1[CH:9]([C:10](=[O:12])[N:20]2[CH2:19][CH2:18][N:17]([CH3:16])[CH2:22][CH2:21]2)[CH2:13][CH2:14][CH2:15]1. Starting materials: O (Water), CC1=NOC(=C1C)NC(OCC(Cl)(Cl)Cl)=O (2,2,2-trichloroethyl (3,4-dimethylisoxazol-5-yl)carbamate), ClC1=C(C=CC(=C1)Cl)C=1N=C(SC1)N1CCNCC1 (1-[4-(2,4-dichlorophenyl)-1,3-thiazol-2-yl]piperazine), C(C)(C)N(CC)C(C)C (diisopropylethylamine). Solvent: CS(=O)C (dimethyl sulfoxide). Run at temperature 70 celsius, time 3 day. Yields the product ClC1=C(C=CC(=C1)Cl)C=1N=C(SC1)N1CCN(CC1)C(=O)NC1=C(C(=NO1)C)C (4-[4-(2,4-Dichlorophenyl)-1,3-thiazol-2-yl]-N-(3,4-dimethylisoxazol-5-yl)piperazine-1-carboxamide). The yield is 40.3%. RXN SMILES: [CH3:1][C:2]1[C:6]([CH3:7])=[C:5]([NH:8][C:9](=[O:16])OCC(Cl)(Cl)Cl)[O:4][N:3]=1.[Cl:17][C:18]1[CH:23]=[C:22]([Cl:24])[CH:21]=[CH:20][C:19]=1[C:25]1[N:26]=[C:27]([N:30]2[CH2:35][CH2:34][NH:33][CH2:32][CH2:31]2)[S:28][CH:29]=1.C(N(C(C)C)CC)(C)C.O>CS(C)=O>[Cl:17][C:18]1[CH:23]=[C:22]([Cl:24])[CH:21]=[CH:20][C:19]=1[C:25]1[N:26]=[C:27]([N:30]2[CH2:31][CH2:32][N:33]([C:9]([NH:8][C:5]3[O:4][N:3]=[C:2]([CH3:1])[C:6]=3[CH3:7])=[O:16])[CH2:34][CH2:35]2)[S:28][CH:29]=1. Procedure: A mixture of 2,2,2-trichloroethyl (3,4-dimethylisoxazol-5-yl)carbamate (201 mg, 0.700 mmol), 1-[4-(2,4-dichlorophenyl)-1,3-thiazol-2-yl]piperazine (200 mg, 0.636 mmol) and diisopropylethylamine (0.222 ml, 1.27 mmol) in dimethyl sulfoxide (2.5 ml) was stirred at 70° C. for 3 days. Water was poured to the reaction mixture, and the mixture was extracted with ethyl acetate. The extract was washed with water, and dried over anhydrous magnesium sulfate, and the solvent was distilled off under reduced ... The reactants are C(C)(=O)O (acetic acid), [H-].[Na+] (sodium hydride), C(OCC)(OCC)=O (diethyl carbonate), CC(=O)C1=CC=C(C=C1)F (4-fluoroacetophenone). The solvent is CCOCC (Et2O), O (H2O), C(C)OCC (diethyl ether), C(C)OCC (diethyl ether). Run at temperature 5 celsius. Product: FC1=CC=C(C(=O)CC(=O)OCC)C=C1 (Ethyl 4-fluorobenzoylacetate). Reaction SMILES: [H-].[Na+].[C:3](=[O:10])([O:7][CH2:8][CH3:9])OCC.[CH3:11][C:12]([C:14]1[CH:19]=[CH:18][C:17]([F:20])=[CH:16][CH:15]=1)=[O:13].C(O)(=O)C>C(OCC)C.O>[F:20][C:17]1[CH:18]=[CH:19][C:14]([C:12]([CH2:11][C:3]([O:7][CH2:8][CH3:9])=[O:10])=[O:13])=[CH:15][CH:16]=1 |f:0.1|. Reported procedure: 21.7 g (0.72 mol) of sodium hydride (80% strength, 20% mineral oil) are weighed into a liter of diethyl ether p.a. and 85.5 g (127 ml, 0.72 mol) of diethyl carbonate (VK 22-010) are subsequently added. A solution of 100 g (0.72 mol) of 4-fluoroacetophenone in 300 ml of diethyl ether are added dropwise to this solution at boiling heat over a period of 4 hours (vigorous, mechanical stirrer necessary; a viscous paste is formed). The mixture is then heated to reflux for a further hour, then cooled t... The reactants are Nc1scc(Br)c1-c1ncn[nH]1, O=C(O)Cn1c(=O)ccn2nccc12. Product: O=C(Cn1c(=O)ccn2nccc12)Nc1scc(Br)c1-c1ncn[nH]1. As a reaction SMILES: [Br:15][c:16]1[c:17](-[c:22]2[n:23][cH:24][n:25][nH:26]2)[c:18]([NH2:21])[s:19][cH:20]1.[O:1]=[c:2]1[n:3]([CH2:11][C:12](=[O:13])[OH:14])[c:4]2[n:5]([cH:6][cH:7]1)[n:8][cH:9][cH:10]2>>[O:1]=[c:2]1[n:3]([CH2:11][C:12](=[O:14])[NH:21][c:18]2[c:17](-[c:22]3[n:23][cH:24][n:25][nH:26]3)[c:16]([Br:15])[cH:20][s:19]2)[c:4]2[n:5]([cH:6][cH:7]1)[n:8][cH:9][cH:10]2. The reactants are CO, O=C(O)c1cc(F)ccc1I, [Na+], [OH-], O=S(=O)(O)O. Product: COC(=O)c1cc(F)ccc1I. Reaction SMILES: [CH3:19][OH:20].[F:1][c:2]1[cH:3][cH:4][c:5]([I:11])[c:6]([C:7](=[O:8])[OH:9])[cH:10]1.[Na+:18].[OH-:17].[S:12](=[O:13])(=[O:14])([OH:15])[OH:16]>>[F:1][c:2]1[cH:3][cH:4][c:5]([I:11])[c:6]([C:7]([O:8][CH3:19])=[O:9])[cH:10]1. Reactants: BrC=1C=NC(=NC1)N1C=C(C2=CC=C(C=C12)C(=O)N(C)C)S(=O)C (1-(5-bromopyrimidin-2-yl)-N,N-dimethyl-3-(methylsulfinyl)-1H-indole-6-carboxamide), FC1=C(C=C(C=C1)OC)B(O)O (2-fluoro-5-methoxyphenylboronic acid). Product: FC1=C(C=C(C=C1)OC)C=1C=NC(=NC1)N1C=C(C2=CC=C(C=C12)C(=O)N(C)C)S(=O)C (1-(5-(2-Fluoro-5-methoxyphenyl)pyrimidin-2-yl)-N,N-dimethyl-3-(methylsulfinyl)-1H-indole-6-carboxamide). RXN SMILES: Br[C:2]1[CH:3]=[N:4][C:5]([N:8]2[C:16]3[C:11](=[CH:12][CH:13]=[C:14]([C:17]([N:19]([CH3:21])[CH3:20])=[O:18])[CH:15]=3)[C:10]([S:22]([CH3:24])=[O:23])=[CH:9]2)=[N:6][CH:7]=1.[F:25][C:26]1[CH:31]=[CH:30][C:29]([O:32][CH3:33])=[CH:28][C:27]=1B(O)O>>[F:25][C:26]1[CH:31]=[CH:30][C:29]([O:32][CH3:33])=[CH:28][C:27]=1[C:2]1[CH:3]=[N:4][C:5]([N:8]2[C:16]3[C:11](=[CH:12][CH:13]=[C:14]([C:17]([N:19]([CH3:21])[CH3:20])=[O:18])[CH:15]=3)[C:10]([S:22]([CH3:24])=[O:23])=[CH:9]2)=[N:6][CH:7]=1. Reported procedure: Suzuki reaction of 1-(5-bromopyrimidin-2-yl)-N,N-dimethyl-3-(methylsulfinyl)-1H-indole-6-carboxamide (0.15 g, 0.37 mmol; intermediate in the preparation of synthesis example 267) with 2-fluoro-5-methoxyphenylboronic acid (0.13 g, 0.74 mmol) in analogy to the procedure detailed for example 261). White solid. Yield: 0.06 g (36% of theory) Reactants: C(CC(=O)C)(=O)OCC (ethyl acetoacetate), C[Si](C)(C)C(C)O (trimethylsilylethanol). Solvent: C1(=CC=CC=C1)C (toluene). The product is C(CC(=O)C)(=O)O[Si](C)(C)C (Trimethylsilyl acetoacetate). Isolated yield 82.5%. RXN SMILES: [C:1]([O:7]CC)(=[O:6])[CH2:2][C:3]([CH3:5])=[O:4].[CH3:10][Si:11](C(O)C)([CH3:13])[CH3:12]>C1(C)C=CC=CC=1>[C:1]([O:7][Si:11]([CH3:13])([CH3:12])[CH3:10])(=[O:6])[CH2:2][C:3]([CH3:5])=[O:4]. Procedure details: A solution of ethyl acetoacetate (2.60 g. 20 mmol; Aldrich) and trimethylsilylethanol (2.51 g, 21.1 mmol, Fluka) in toluene (100 ml) was heated and slowly distilled at 80°-100° with a Vigreaux column (1.7 cm×7 cm), removing most of the solvent over a period of 10 h. The residue was distilled under a reduced pressure with a Vigreaux column (1.7 cm×7 cm to obtain 3.34 g (16.5 mmol, yield 82.7%) of the title compound as a colourless oil: Rf 0.32 (20% ETOAc/Hex); bp 85°-88° C. (0.3 Torr); ir (neat) ... Starting materials: ClC(=O)OCC (ethyl chloroformate), C(C)(C)[N-]C(C)C.[Li+] (Lithium diisopropylamide), solution, CN(CCN(C)C)C (tetramethylethylenediamine), C1(=CC=CC=C1)S(=O)(=O)N1C=CC=2C(=NC=CC21)Cl (1-benzenesulfonyl-4-chloro-1H -pyrrolo[3,2-c]pyridine). The solvent is C1CCOC1 (THF), C1CCOC1 (THF). Reaction conditions: temperature -78 celsius, time 1 hour. Yields the product C(C)OC(=O)C1=CC=2C(=NC=CC2N1S(=O)(=O)C1=CC=CC=C1)Cl (1-Benzenesulfonyl-4-chloro-1H-pyrrolo[3,2-c]pyridine-2-carboxylic acid ethyl ester). Isolated yield 117.0%. As a reaction SMILES: C([N-]C(C)C)(C)C.[Li+].CN(C)CCN(C)C.[C:17]1([S:23]([N:26]2[C:34]3[CH:33]=[CH:32][N:31]=[C:30]([Cl:35])[C:29]=3[CH:28]=[CH:27]2)(=[O:25])=[O:24])[CH:22]=[CH:21][CH:20]=[CH:19][CH:18]=1.Cl[C:37]([O:39][CH2:40][CH3:41])=[O:38]>C1COCC1>[CH2:40]([O:39][C:37]([C:27]1[N:26]([S:23]([C:17]2[CH:18]=[CH:19][CH:20]=[CH:21][CH:22]=2)(=[O:25])=[O:24])[C:34]2[CH:33]=[CH:32][N:31]=[C:30]([Cl:35])[C:29]=2[CH:28]=1)=[O:38])[CH3:41] |f:0.1|. Reported procedure: Lithium diisopropylamide (3.2 mL of a 1.5 M solution in THF, 4.80 mmol) is added to a solution of tetramethylethylenediamine (0.71 mL, 4.75 mmol) and 1-benzenesulfonyl-4-chloro-1H -pyrrolo[3,2-c]pyridine (1 g, 3.42 mmol) in THF (13 mL). The resulting yellow solution is stirred at −78° C. for 1 hour, and then ethyl chloroformate (0.78 mL, 8.16 mmol) is added dropwise. The mixture is slowly brought to room temperature over a 3.5 hour period. The reaction is quenched with saturated NH4Cl solution a...